This data is from the Open Reaction Database (ORD), a public repository of structured organic reaction records. The task is: describe an organic reaction: reactants, conditions, products, and yield Reactants: C(C)(C)(C)OC(=O)N1CCC(CC1)CCCC1=NC=CC=C1 (1-(t-butoxycarbonyl)-4-(3-(2-pyridyl)propyl)piperidine), C(=O)(C(F)(F)F)O (TFA). Run in C(Cl)Cl (methylene chloride). Reaction conditions: time 2 hour. The product is OC(=O)C(F)(F)F.OC(=O)C(F)(F)F.N1=C(C=CC=C1)CCCC1CCNCC1 (4-(3-(2-Pyridyl)propyl)piperidine di-TFA salt). As a reaction SMILES: C(OC([N:8]1[CH2:13][CH2:12][CH:11]([CH2:14][CH2:15][CH2:16][C:17]2[CH:22]=[CH:21][CH:20]=[CH:19][N:18]=2)[CH2:10][CH2:9]1)=O)(C)(C)C.[C:23]([OH:29])([C:25]([F:28])([F:27])[F:26])=[O:24]>C(Cl)Cl>[OH:29][C:23]([C:25]([F:28])([F:27])[F:26])=[O:24].[OH:29][C:23]([C:25]([F:28])([F:27])[F:26])=[O:24].[N:18]1[CH:19]=[CH:20][CH:21]=[CH:22][C:17]=1[CH2:16][CH2:15][CH2:14][CH:11]1[CH2:12][CH2:13][NH:8][CH2:9][CH2:10]1 |f:3.4.5|. Procedure details: To a solution of 1-(t-butoxycarbonyl)-4-(3-(2-pyridyl)propyl)piperidine (from Step A) (128 mg, 0.42 mmol) in methylene chloride (1 mL) was added TFA (1 mL). After stirring for 2 h at rt, the reaction was concentrated to give the title compound (36 mg). The reactants are C(C)(C)(C)OC(CN1N=C(C=2C1=CN=C(C2)C)C(C)=O)=O ((3-acetyl-5-methyl-pyrazolo[3,4-c]pyridin-1-yl)-acetic acid tert-butyl ester), C(=O)(C(F)(F)F)O (TFA). Procedure details: A solution of (3-acetyl-5-methyl-pyrazolo[3,4-c]pyridin-1-yl)-acetic acid tert-butyl ester (126 mg, 0.37 mmol) and TFA (0.171 mL, 2.22 mmol) in CH2Cl2 (5 mL) was stirred at RT for 24 h. Solvents were removed under reduced pressure, Et2O was added and the precipitate was filtered, washed with Et2O and dried under high vacuum. The material thus obtained was used without further purification in the next step. MS (UPLC/MS): 234 [M+H]+, 232 [M−H]−, 465 [2M−H]−; tR (HPLC conditions f): 0.53 min. Yields the product C(C)(=O)C1=NN(C2=CN=C(C=C21)C)CC(=O)O ((3-Acetyl-5-methyl-pyrazolo[3,4-c]pyridin-1-yl)-acetic acid). Run in C(Cl)Cl (CH2Cl2). As a reaction SMILES: C([O:5][C:6](=[O:21])[CH2:7][N:8]1[C:12]2=[CH:13][N:14]=[C:15]([CH3:17])[CH:16]=[C:11]2[C:10]([C:18](=[O:20])[CH3:19])=[N:9]1)(C)(C)C.C(O)(C(F)(F)F)=O>C(Cl)Cl>[C:18]([C:10]1[C:11]2[C:12](=[CH:13][N:14]=[C:15]([CH3:17])[CH:16]=2)[N:8]([CH2:7][C:6]([OH:21])=[O:5])[N:9]=1)(=[O:20])[CH3:19]. The reactants are CO, CN(C)c1ccncc1, C(=NC1CCCCC1)=NC1CCCCC1, ClCCl, CC(C)(C)[Si](C)(C)N1C(=O)C(N=[N+]=[N-])C1C(=O)O. Product: COC(=O)C1C(N=[N+]=[N-])C(=O)N1[Si](C)(C)C(C)(C)C. RXN SMILES: [CH3:19][OH:20].[CH3:39][N:40]([c:41]1[cH:42][cH:43][n:44][cH:45][cH:46]1)[CH3:47].[CH:21]1([N:22]=[C:23]=[N:24][CH:25]2[CH2:26][CH2:27][CH2:28][CH2:29][CH2:30]2)[CH2:31][CH2:32][CH2:33][CH2:34][CH2:35]1.[Cl:36][CH2:37][Cl:38].[N:1](=[N+:2]=[N-:3])[CH:4]1[CH:5]([C:16](=[O:17])[OH:18])[N:6]([Si:9]([CH3:10])([CH3:11])[C:12]([CH3:13])([CH3:14])[CH3:15])[C:7]1=[O:8]>>[N:1](=[N+:2]=[N-:3])[CH:4]1[CH:5]([C:16](=[O:17])[O:18][CH3:21])[N:6]([Si:9]([CH3:10])([CH3:11])[C:12]([CH3:13])([CH3:14])[CH3:15])[C:7]1=[O:8]. The reactants are CCOC(=O)CCCBr, O=C([O-])[O-], CC#N, [K+], [K+], O=C1CC2(CCCCC2)Oc2cc(O)cc(O)c21. The product is CCOC(=O)CCCOc1cc(O)c2c(c1)OC1(CCCCC1)CC2=O. Reaction SMILES: [Br:19][CH2:20][CH2:21][CH2:22][C:23](=[O:24])[O:25][CH2:26][CH3:27].[C:28](=[O:29])([O-:30])[O-:31].[CH3:34][C:35]#[N:36].[K+:32].[K+:33].[OH:1][c:2]1[cH:3][c:4]([OH:18])[cH:5][c:6]2[c:7]1[C:8](=[O:17])[CH2:9][C:10]1([O:11]2)[CH2:12][CH2:13][CH2:14][CH2:15][CH2:16]1>>[OH:1][c:2]1[cH:3][c:4]([O:18][CH2:20][CH2:21][CH2:22][C:23](=[O:24])[O:25][CH2:26][CH3:27])[cH:5][c:6]2[c:7]1[C:8](=[O:17])[CH2:9][C:10]1([O:11]2)[CH2:12][CH2:13][CH2:14][CH2:15][CH2:16]1. Starting materials: CCN=C=NCCCN(C)C, CN(C)C=O, CN(C)c1ccccn1, CO, ClC(Cl)Cl, Cc1ccc(C(=O)O)c(Cl)n1. Yields the product COC(=O)c1ccc(C)nc1Cl. As a reaction SMILES: [CH2:26]([N:27]=[C:28]=[N:29][CH2:30][CH2:31][CH2:32][N:33]([CH3:34])[CH3:35])[CH3:36].[CH3:12][N:13]([CH3:14])[CH:15]=[O:16].[CH3:17][N:18]([c:19]1[cH:20][cH:21][cH:22][cH:23][n:24]1)[CH3:25].[CH3:37][OH:38].[CH:39]([Cl:40])([Cl:41])[Cl:42].[Cl:1][c:2]1[c:3]([C:4](=[O:5])[OH:6])[cH:7][cH:8][c:9]([CH3:11])[n:10]1>>[Cl:1][c:2]1[c:3]([C:4]([O:5][CH3:12])=[O:6])[cH:7][cH:8][c:9]([CH3:11])[n:10]1.